From a dataset of the Open Reaction Database (ORD), a public repository of structured organic reaction records. describe an organic reaction: reactants, conditions, products, and yield Reaction SMILES: [NH2:1][CH2:2][C@@H:3]1[C@H:8]([CH3:9])[CH2:7][CH2:6][CH2:5][N:4]1[C:10]([C:12]1[C:17]([C:18]2[CH:23]=[CH:22][CH:21]=[CH:20][N:19]=2)=[CH:16][CH:15]=[C:14]([CH3:24])[N:13]=1)=[O:11].Cl[C:26]1[N:27]=[N:28][C:29]([C:32]([F:35])([F:34])[F:33])=[CH:30][CH:31]=1>>[CH3:9][C@@H:8]1[CH2:7][CH2:6][CH2:5][N:4]([C:10]([C:12]2[C:17]([C:18]3[CH:23]=[CH:22][CH:21]=[CH:20][N:19]=3)=[CH:16][CH:15]=[C:14]([CH3:24])[N:13]=2)=[O:11])[C@@H:3]1[CH2:2][NH:1][C:26]1[N:27]=[N:28][C:29]([C:32]([F:35])([F:34])[F:33])=[CH:30][CH:31]=1. Yields the product C[C@H]1[C@H](N(CCC1)C(=O)C1=NC(=CC=C1C1=NC=CC=C1)C)CNC=1N=NC(=CC1)C(F)(F)F (((2S,3R)-3-methyl-2-(((6-(trifluoromethyl)pyridazin-3-yl)amino)methyl)piperidin-1-yl)(6′-methyl-[2,3′-bipyridin]-2′-yl)methanone). Procedure details: The title compound was prepared following the same general protocol as described for Example A45 using ((2S,3R)-2-(aminomethyl)-3-methylpiperidin-1-yl)(6′-methyl-[2,3′-bipyridin]-2′-yl)methanone and 3-chloro-6-(trifluoromethyl)pyridazine. MS (ESI) 471 (M+H). Reactants: NC[C@H]1N(CCC[C@H]1C)C(=O)C1=NC(=CC=C1C1=NC=CC=C1)C (((2S,3R)-2-(aminomethyl)-3-methylpiperidin-1-yl)(6′-methyl-[2,3′-bipyridin]-2′-yl)methanone), ClC=1N=NC(=CC1)C(F)(F)F (3-chloro-6-(trifluoromethyl)pyridazine). Solvent: Br (HBr), O (water), Br (HBr). As a reaction SMILES: N([O-])=O.[Na+].[Cl:5][C:6]1[C:11]([Cl:12])=[CH:10][CH:9]=[CH:8][C:7]=1[CH2:13][N:14]1[C:18]2[CH:19]=[C:20]([N:24]3[CH2:29][CH2:28][O:27][CH2:26][CH2:25]3)[CH:21]=[C:22](N)[C:17]=2[N:16]=[C:15]1[CH3:30].[Na+].[Br-:32].C([O-])([O-])=O.[Na+].[Na+]>O.Br>[Br:32][C:22]1[C:17]2[N:16]=[C:15]([CH3:30])[N:14]([CH2:13][C:7]3[CH:8]=[CH:9][CH:10]=[C:11]([Cl:12])[C:6]=3[Cl:5])[C:18]=2[CH:19]=[C:20]([N:24]2[CH2:29][CH2:28][O:27][CH2:26][CH2:25]2)[CH:21]=1 |f:0.1,3.4,5.6.7|. Reactants: [Na+].[Br-] (NaBr), N(=O)[O-].[Na+] (NaNO2), ClC1=C(C=CC=C1Cl)CN1C(=NC2=C1C=C(C=C2N)N2CCOCC2)C (1-[(2,3-dichlorophenyl)methyl]-2-methyl-6-(4-morpholinyl)-1H-benzimidazol-4-amine), C(=O)([O-])[O-].[Na+].[Na+] (Na2CO3). Run at temperature 80 celsius, time 15 minute. Isolated yield 44.0%. Yields the product BrC1=CC(=CC=2N(C(=NC21)C)CC2=C(C(=CC=C2)Cl)Cl)N2CCOCC2 (4-bromo-1-[(2,3-dichlorophenyl)methyl]-2-methyl-6-(4-morpholinyl)-1H-benzimidazole). Procedure details: A solution of NaNO2 (0.37 g, 5.4 mmol) in water (0.5 ml) was added to a solution of 1-[(2,3-dichlorophenyl)methyl]-2-methyl-6-(4-morpholinyl)-1H-benzimidazol-4-amine (prepared following the same procedure as for Example 7, 2.0 g, 5 mmol) in HBr (60 mL) at 0-5° C. and stirred for 15 min. The mixture was added dropwise to a solution of NaBr (1.5 g, 15 mmol) in HBr (60 ml) at 60° C., and then heated to 80° C. for 30 min. The mixture was cooled to rt and poured into a Na2CO3 solution (200 ml). The m... Starting materials: CC(C)NCC1CCNC1, CC#N, O=C(O)c1cn(C2CC2)c2c(F)c(F)c(F)cc2c1=O. Yields the product CC(C)NCC1CCN(c2c(F)cc3c(=O)c(C(=O)O)cn(C4CC4)c3c2F)C1. RXN SMILES: [CH3:21][CH:22]([CH3:23])[NH:24][CH2:25][CH:26]1[CH2:27][NH:28][CH2:29][CH2:30]1.[CH3:31][C:32]#[N:33].[CH:1]1([n:4]2[cH:5][c:6]([C:18](=[O:19])[OH:20])[c:7](=[O:17])[c:8]3[cH:9][c:10]([F:16])[c:11]([F:15])[c:12]([F:14])[c:13]23)[CH2:2][CH2:3]1>>[CH:1]1([n:4]2[cH:5][c:6]([C:18](=[O:19])[OH:20])[c:7](=[O:17])[c:8]3[cH:9][c:10]([F:16])[c:11]([N:28]4[CH2:27][CH:26]([CH2:25][NH:24][CH:22]([CH3:21])[CH3:23])[CH2:30][CH2:29]4)[c:12]([F:14])[c:13]23)[CH2:2][CH2:3]1. Starting materials: NC=1C(=C(C(=O)OC)C=CC1)O (methyl 3-amino-2-hydroxybenzoate), N1=CC=CC=C1 (pyridine), ClC(=O)C1=C(C=C(C=C1)C1N(CCC1)C(=O)OCC1=CC=CC=C1)F (benzyl 2-(4-(chlorocarbonyl)-3-fluorophenyl)pyrrolidine-1-carboxylate). The solvent is ClCCl (dichloromethane), ClCCl (dichloromethane), ClCCl (dichloromethane). Reaction conditions: time 8 hour. Product: FC=1C=C(C=CC1C(NC1=C(C(=CC=C1)C(=O)OC)O)=O)C1N(CCC1)C(=O)OCC1=CC=CC=C1 (benzyl 2-(3-fluoro-4-(2-hydroxy-3-(methoxycarbonyl)phenylcarbamyl)phenyl)pyrrolidine-1-carboxylate). The yield is 81.6%. As a reaction SMILES: [NH2:1][C:2]1[C:3]([OH:12])=[C:4]([CH:9]=[CH:10][CH:11]=1)[C:5]([O:7][CH3:8])=[O:6].N1C=CC=CC=1.Cl[C:20]([C:22]1[CH:27]=[CH:26][C:25]([CH:28]2[CH2:32][CH2:31][CH2:30][N:29]2[C:33]([O:35][CH2:36][C:37]2[CH:42]=[CH:41][CH:40]=[CH:39][CH:38]=2)=[O:34])=[CH:24][C:23]=1[F:43])=[O:21]>ClCCl>[F:43][C:23]1[CH:24]=[C:25]([CH:28]2[CH2:32][CH2:31][CH2:30][N:29]2[C:33]([O:35][CH2:36][C:37]2[CH:38]=[CH:39][CH:40]=[CH:41][CH:42]=2)=[O:34])[CH:26]=[CH:27][C:22]=1[C:20](=[O:21])[NH:1][C:2]1[CH:11]=[CH:10][CH:9]=[C:4]([C:5]([O:7][CH3:8])=[O:6])[C:3]=1[OH:12]. Reported procedure: To a stirred solution of methyl 3-amino-2-hydroxybenzoate (3.4 g, 20.4 mmol) and pyridine in anhydrous dichloromethane (35 mL) was added dropwise a solution of benzyl 2-(4-(chlorocarbonyl)-3-fluorophenyl)pyrrolidine-1-carboxylate (8.87 g, 24.5 mmol) in anhydrous dichloromethane (90 mL). After the addition, the mixture was stirred at room temperature overnight. The mixture was diluted with dichloromethane, washed with water, 1N HCl, brine, dried over anhydrous sodium sulfate, and concentrated, re... Starting materials: O=C([O-])[O-], CCO, O=C1NCC(CCl)C1(c1ccccc1)c1ccccc1, [K+], [K+], OC1(c2ccccc2)CCNCC1. RXN SMILES: [C:21](=[O:22])([O-:23])[O-:24].[CH3:40][CH2:41][OH:42].[Cl:1][CH2:2][CH:3]1[C:4]([c:9]2[cH:10][cH:11][cH:12][cH:13][cH:14]2)([c:15]2[cH:16][cH:17][cH:18][cH:19][cH:20]2)[C:5](=[O:8])[NH:6][CH2:7]1.[K+:25].[K+:26].[OH:27][C:28]1([c:34]2[cH:35][cH:36][cH:37][cH:38][cH:39]2)[CH2:29][CH2:30][NH:31][CH2:32][CH2:33]1>>[CH2:2]([CH:3]1[C:4]([c:9]2[cH:10][cH:11][cH:12][cH:13][cH:14]2)([c:15]2[cH:16][cH:17][cH:18][cH:19][cH:20]2)[C:5](=[O:8])[NH:6][CH2:7]1)[N:31]1[CH2:30][CH2:29][C:28]([OH:27])([c:34]2[cH:35][cH:36][cH:37][cH:38][cH:39]2)[CH2:33][CH2:32]1.[ClH:1]. Yields the product O=C1NCC(CN2CCC(O)(c3ccccc3)CC2)C1(c1ccccc1)c1ccccc1, Cl.